This data is from the Open Reaction Database (ORD), a public repository of structured organic reaction records. The task is: describe an organic reaction: reactants, conditions, products, and yield Starting materials: CC1(C)C(=O)NC(=O)c2ccccc21, CC(C)O, CSCCCl, [Na]. Product: CSCCN1C(=O)c2ccccc2C(C)(C)C1=O. RXN SMILES: [CH3:1][C:2]1([CH3:14])[C:3](=[O:13])[NH:4][C:5](=[O:12])[c:6]2[cH:7][cH:8][cH:9][cH:10][c:11]21.[CH:21]([OH:22])([CH3:23])[CH3:24].[Cl:15][CH2:16][CH2:17][S:18][CH3:19].[Na:20]>>[CH3:1][C:2]1([CH3:14])[C:3](=[O:13])[N:4]([CH2:16][CH2:17][S:18][CH3:19])[C:5](=[O:12])[c:6]2[cH:7][cH:8][cH:9][cH:10][c:11]21. The reactants are CCO, [Cu], Nc1nc(Cl)c(-c2ccc(Cl)cc2Cl)c(Cl)n1, N. The product is Nc1nc(N)c(-c2ccc(Cl)cc2Cl)c(Cl)n1. Reaction SMILES: [CH3:20][CH2:21][OH:22].[Cu:19].[NH2:1][c:2]1[n:3][c:4]([Cl:17])[c:5](-[c:9]2[c:10]([Cl:16])[cH:11][c:12]([Cl:15])[cH:13][cH:14]2)[c:6]([Cl:8])[n:7]1.[NH3:18]>>[NH2:1][c:2]1[n:3][c:4]([Cl:17])[c:5](-[c:9]2[c:10]([Cl:16])[cH:11][c:12]([Cl:15])[cH:13][cH:14]2)[c:6]([NH2:18])[n:7]1. Starting materials: CCN(CC)S(F)(F)F, ClCCl, CC(C)(O)c1nnc2ccc(-c3c(-c4ccc(F)cc4F)nc4n3CCC4)nn12, [Na+], O=C([O-])O, O. The product is CC(C)(F)c1nnc2ccc(-c3c(-c4ccc(F)cc4F)nc4n3CCC4)nn12. RXN SMILES: [CH2:33]([N:34]([S:35]([F:36])([F:37])[F:39])[CH2:38][CH3:40])[CH3:41].[Cl:30][CH2:31][Cl:32].[F:1][c:2]1[c:3](-[c:9]2[n:10][c:11]3[n:12]([c:13]2-[c:14]2[cH:15][cH:16][c:17]4[n:18]([n:19]2)[c:20]([C:23]([CH3:24])([CH3:25])[OH:26])[n:21][n:22]4)[CH2:27][CH2:28][CH2:29]3)[cH:4][cH:5][c:6]([F:8])[cH:7]1.[Na+:46].[O-:42][C:43]([OH:44])=[O:45].[OH2:47]>>[F:1][c:2]1[c:3](-[c:9]2[n:10][c:11]3[n:12]([c:13]2-[c:14]2[cH:15][cH:16][c:17]4[n:18]([n:19]2)[c:20]([C:23]([CH3:24])([CH3:25])[F:39])[n:21][n:22]4)[CH2:27][CH2:28][CH2:29]3)[cH:4][cH:5][c:6]([F:8])[cH:7]1. Reactants: COC=1C=C(C=CC1OCC=1N=C(OC1)\C=C\C1=CC=CC=C1)CCCC1C(NC(S1)=O)=O (5-[3-[3-methoxy-4-[2-[(E)-2-phenylethenyl]-4-oxazolylmethoxy]phenyl]propyl]-2,4-thiazolidinedione). Reagents/catalysts: [C].[Pd] (palladium-carbon). The solvent is O1CCCC1 (tetrahydrofuran). Yields the product COC=1C=C(C=CC1OCC=1N=C(OC1)CCC1=CC=CC=C1)CCCC1C(NC(S1)=O)=O (5-[3-[3-methoxy-4-(2-phenethyl-4-oxazolylmethoxy)phenyl]propyl]-2,4-thiazolidinedione). Isolated yield 53.8%. Reaction SMILES: [CH3:1][O:2][C:3]1[CH:4]=[C:5]([CH2:24][CH2:25][CH2:26][CH:27]2[S:31][C:30](=[O:32])[NH:29][C:28]2=[O:33])[CH:6]=[CH:7][C:8]=1[O:9][CH2:10][C:11]1[N:12]=[C:13](/[CH:16]=[CH:17]/[C:18]2[CH:23]=[CH:22][CH:21]=[CH:20][CH:19]=2)[O:14][CH:15]=1>[C].[Pd].O1CCCC1>[CH3:1][O:2][C:3]1[CH:4]=[C:5]([CH2:24][CH2:25][CH2:26][CH:27]2[S:31][C:30](=[O:32])[NH:29][C:28]2=[O:33])[CH:6]=[CH:7][C:8]=1[O:9][CH2:10][C:11]1[N:12]=[C:13]([CH2:16][CH2:17][C:18]2[CH:23]=[CH:22][CH:21]=[CH:20][CH:19]=2)[O:14][CH:15]=1 |f:1.2|. Procedure: A mixture of 5-[3-[3-methoxy-4-[2-[(E)-2-phenylethenyl]-4-oxazolylmethoxy]phenyl]propyl]-2,4-thiazolidinedione (0.37 g), palladium-carbon (5%, 0.74 g) and tetrahydrofuran (20 ml) was subjected to catalytic hydrogenation at 1 atm and room temperature. The catalyst was filtered off, and the filtrate was concentrated under reduced pressure to give crystals. The crystals were recrystallized from ethyl acetate-hexane to give 5-[3-[3-methoxy-4-(2-phenethyl-4-oxazolylmethoxy)phenyl]propyl]-2,4-thiazoli...